This data is from the Open Reaction Database (ORD), a public repository of structured organic reaction records. The task is: describe an organic reaction: reactants, conditions, products, and yield The reactants are NC(CNC(C(=O)NC(C)(C)C)CC1=CC=C(C=C1)OCC1=CC=CC=C1)CC(C)C (2-(2-amino-4-methyl-pentylamino)-3-(4-benzyloxy-phenyl)-N-tert-butyl-propionamide), N1(CCCCCC1)NC(=O)Cl (hexahydroazepinyl carbamoyl chloride), C(C)(C)N(C(C)C)CC (N,N-diisopropylethylamine), C1=CC=CC=C1 (benzene), Cl (hydrogen chloride). Reagents/catalysts: CN(C1=CC=NC=C1)C (4-dimethylaminopyridine). The solvent is C(C)(=O)OCC (ethyl acetate), C(C)OCC (diethyl ether), C(C)OCC (diethyl ether). Run at temperature 25 celsius. Product: Cl.Cl.C(C1=CC=CC=C1)OC1=CC=C(C=C1)CC(C(NC(C)(C)C)=O)NCC(CC(C)C)NC(=O)N1CCCCCC1 (Azepane-1-carboxylic acid (1-{[2-(4-benzyloxy-phenyl)-1-tert-butylcarbamoyl-ethylamino]-methyl}-3-methyl-butyl)-amide dihydrochloride salt), off-white solid. The yield is 77.0%. RXN SMILES: [NH2:1][CH:2]([CH2:28][CH:29]([CH3:31])[CH3:30])[CH2:3][NH:4][CH:5]([CH2:13][C:14]1[CH:19]=[CH:18][C:17]([O:20][CH2:21][C:22]2[CH:27]=[CH:26][CH:25]=[CH:24][CH:23]=2)=[CH:16][CH:15]=1)[C:6]([NH:8][C:9]([CH3:12])([CH3:11])[CH3:10])=[O:7].N1([NH:39][C:40]([Cl:42])=[O:41])CCCCCC1.C(N(CC)C(C)C)(C)C.[ClH:52].[CH:53]1[CH:58]=[CH:57][CH:56]=[CH:55][CH:54]=1>CN(C)C1C=CN=CC=1.C(OCC)(=O)C.C(OCC)C>[ClH:42].[ClH:52].[CH2:21]([O:20][C:17]1[CH:16]=[CH:15][C:14]([CH2:13][CH:5]([NH:4][CH2:3][CH:2]([NH:1][C:40]([N:39]2[CH2:58][CH2:57][CH2:56][CH2:55][CH2:54][CH2:53]2)=[O:41])[CH2:28][CH:29]([CH3:31])[CH3:30])[C:6](=[O:7])[NH:8][C:9]([CH3:10])([CH3:11])[CH3:12])=[CH:19][CH:18]=1)[C:22]1[CH:27]=[CH:26][CH:25]=[CH:24][CH:23]=1 |f:8.9.10|. Procedure: A solution of 746 mg (1.6 mmol) 2-(2-amino-4-methyl-pentylamino)-3-(4-benzyloxy-phenyl)-N-tert-butyl-propionamide, 0.408 mL (3.1 mmol) hexahydroazepinyl carbamoyl chloride, 20 mg (0.16 mmol) 4-dimethylaminopyridine (Aldrich, Milwaukee, Wis.), 0.818 mL (4.7 mmol) N,N-diisopropylethylamine (Aldrich, Milwaukee, Wis.), in 10 mL of benzene was heated under reflux for 16 hours, cooled to 25° C. and filtered, and the solids washed with benzene. The filtrate was concentrated under reduced pressure, and ... Reactants: O=C([O-])O, CC(C)(C)[O-], O=C(O)C1CC1, [Cl-], [K+], [Na+]. The product is CC(C)(C)OC(=O)C1CC1. Reaction SMILES: [C:14](=[O:15])([OH:16])[O-:17].[CH3:1][C:2]([CH3:3])([O-:4])[CH3:5].[CH:8]1([C:11](=[O:12])[OH:13])[CH2:9][CH2:10]1.[Cl-:7].[K+:6].[Na+:18]>>[CH3:1][C:2]([CH3:3])([O:4][C:11]([CH:8]1[CH2:9][CH2:10]1)=[O:12])[CH3:5]. Starting materials: resultant mixture, BrC=1C=NC=C(C1)Br (3,5-dibromopyridine), O1CC(C1)=O (3-oxetanone). Run in C1CCOC1 (THF), C1CCOC1 (THF). Conditions: temperature -10 celsius, time 1 hour. The product is BrC=1C=C(C=NC1)C1(COC1)O (3-(5-bromo-pyridin-3-yl)-oxetan-3-ol). The yield is 27.8%. Reaction SMILES: Br[C:2]1[CH:3]=[N:4][CH:5]=[C:6]([Br:8])[CH:7]=1.[O:9]1[CH2:12][C:11](=[O:13])[CH2:10]1>C1COCC1>[Br:8][C:6]1[CH:7]=[C:2]([C:11]2([OH:13])[CH2:12][O:9][CH2:10]2)[CH:3]=[N:4][CH:5]=1. Procedure: To a cooled (−20° C.) solution of 3,5-dibromopyridine (1.2 g, 5.0 mmol) in THF (2 mL) is added a solution of isopropylmagnesium chloride-lithium chloride complex in THF (1.7 M, 2.9 mL, 4.9 mmol). The resultant mixture is stirred warming to −10° C. for 30 min. The mixture is recooled to −20° C. and 3-oxetanone (432 mg, 6.0 mmol) is added. After stirring for 1 h, the reaction is quenched with saturated aqueous ammonium chloride solution and is extracted with EtOAc. The combined organic extracts ar... Starting materials: C(CCCCC)C(CC1=C(SC=C1)C=O)CCCCCCCC (3-(2-hexyldecyl)-2thiophenaldehyde), S=C(N)C(N)=S (rubeanic acid). Reaction conditions: temperature 200 celsius, time 5 hour. Yields the product C(CCCCC)C(CC1=C(SC=C1)C=1SC=2N=C(SC2N1)C=1SC=CC1CC(CCCCCCCC)CCCCCC)CCCCCCCC (2,5-bis(3(2-hexyldecyl)thiophene-2-yl) thiazolo[5,4-d]thiazole), solid. Yield: 28.0%. RXN SMILES: [CH2:1]([CH:7]([CH2:16][CH2:17][CH2:18][CH2:19][CH2:20][CH2:21][CH2:22][CH3:23])[CH2:8][C:9]1[CH:13]=[CH:12][S:11][C:10]=1[CH:14]=O)[CH2:2][CH2:3][CH2:4][CH2:5][CH3:6].[S:24]=[C:25]([C:27](=[S:29])[NH2:28])[NH2:26]>>[CH2:1]([CH:7]([CH2:16][CH2:17][CH2:18][CH2:19][CH2:20][CH2:21][CH2:22][CH3:23])[CH2:8][C:9]1[CH:13]=[CH:12][S:11][C:10]=1[C:14]1[S:24][C:25]2[N:26]=[C:14]([C:10]3[S:11][CH:12]=[CH:13][C:9]=3[CH2:8][CH:7]([CH2:1][CH2:2][CH2:3][CH2:4][CH2:5][CH3:6])[CH2:16][CH2:17][CH2:18][CH2:19][CH2:20][CH2:21][CH2:22][CH3:23])[S:29][C:27]=2[N:28]=1)[CH2:2][CH2:3][CH2:4][CH2:5][CH3:6]. Procedure: Under a nitrogen atmosphere, 3-(2-hexyldecyl)-2thiophenaldehyde (3.00 g, 8.91 mmol) (A3) and rubeanic acid (375 mg, 2.97 mmol) were added to a flask equipped with Dean-Stark, then heated to 200° C., and stirred for five hours. Then, the reaction mixture was extracted with chloroform, and an organic layer was washed with a saturated saline solution and water. The organic layer was dried with anhydrous magnesium sulfate, and, after filtration, the solvent was distilled off under reduced pressure. ... Reactants: BrC1=NC(=CC=C1)CF (2-bromo-6-(fluoromethyl)pyridine), BrC1=NC(=CC=C1)CF (2-bromo-6-(fluoromethyl)pyridine), C(CC#C)O (3-butyn-1-ol). The product is FCC1=CC=CC(=N1)C#CCCO (4-(6-(fluoromethyl)pyridin-2-yl)but-3-yn-1-ol). The yield is 80.6%. As a reaction SMILES: Br[C:2]1[CH:7]=[CH:6][CH:5]=[C:4]([CH2:8][F:9])[N:3]=1.[CH2:10]([OH:14])[CH2:11][C:12]#[CH:13]>>[F:9][CH2:8][C:4]1[N:3]=[C:2]([C:13]#[C:12][CH2:11][CH2:10][OH:14])[CH:7]=[CH:6][CH:5]=1. Reported procedure: The title compound was prepared in accordance with the general method of Example 199(A), from 2-bromo-6-(fluoromethyl)pyridine (compound 190(E), 3.50 g, 18 mmol) and 3-butyn-1-ol (1.3 g, 18 mmol). The crude residue was purified over silicagel chromatography (prepacked 85 g silicagel column, DCM/MeOH: from 100/0 to 97/3 as eluent) to afford 2.60 g of 4-(6-(fluoromethyl)pyridin-2-yl)but-3-yn-1-ol as an orange solid (Yield: 79%).